From a dataset of the Open Reaction Database (ORD), a public repository of structured organic reaction records. describe an organic reaction: reactants, conditions, products, and yield Starting materials: OC1CC(NC(C1)(C)C)(C)C (4-hydroxy-2,2,6,6-tetramethylpiperidine), [OH-].[Na+] (sodium hydroxide), C1(=CC=CC=C1)C (toluene), BrCCCCCCCCCCCC (1-bromododecane). Reagents/catalysts: S(=O)(=O)(O)[O-].C(CCC)[N+](CCCC)(CCCC)CCCC (tetrabutylammonium hydrogensulfate). Run at temperature 65 celsius, time 15 hour. Yields the product O1C(CN2C(CC(CC2(C)C)OCCCCCCCCCCCC)(C)C)C1 (1-(2,3-epoxypropyl)-4-dodecyloxy-2,2,6,6-tetramethylpiperidine). The yield is 36.0%. RXN SMILES: [OH:1][CH:2]1[CH2:7][C:6]([CH3:9])([CH3:8])[NH:5][C:4]([CH3:11])([CH3:10])[CH2:3]1.[OH-:12].[Na+].Br[CH2:15][CH2:16][CH2:17][CH2:18][CH2:19][CH2:20][CH2:21][CH2:22][CH2:23][CH2:24][CH2:25][CH3:26].[C:27]1([CH3:33])C=CC=C[CH:28]=1>S([O-])(O)(=O)=O.C([N+](CCCC)(CCCC)CCCC)CCC>[O:12]1[CH2:28][CH:27]1[CH2:33][N:5]1[C:4]([CH3:11])([CH3:10])[CH2:3][CH:2]([O:1][CH2:15][CH2:16][CH2:17][CH2:18][CH2:19][CH2:20][CH2:21][CH2:22][CH2:23][CH2:24][CH2:25][CH3:26])[CH2:7][C:6]1([CH3:9])[CH3:8] |f:1.2,5.6|. Procedure details: 201 g (1.28 mol) of 4-hydroxy-2,2,6,6-tetramethylpiperidine, 21.7 g (64 mmol) of tetrabutylammonium hydrogensulfate, 1.3 l of toluene and 256 g of sodium hydroxide (dissolved in 256 g of water) are introduced into a 2.5 l sulfonation flask fitted with glass stirrer, thermometer, dropping funnel and condenser. The mixture is warmed to 65° C., and 350 g (1.4 mol) of 1-bromododecane are added dropwise over the course of 1.5 hours. The mixture is then stirred for 15 hours under reflux, cooled to roo... The product is C/C(=C/C(=O)C)/[O-].C/C(=C/C(=O)C)/[O-].C/C(=C/C(=O)C)/[O-].[Gd+3] (Gadolinium acetylacetonate). RXN SMILES: [C:1]([CH2:4][C:5](=[O:7])[CH3:6])(=[O:3])[CH3:2].[OH-].[NH4+].[CH3:10]/[C:11](/[O-:16])=[CH:12]/[C:13]([CH3:15])=[O:14].[Cl-].[Gd+3:18].[Cl-].[Cl-]>O>[CH3:6]/[C:5](/[O-:7])=[CH:4]/[C:1]([CH3:2])=[O:3].[CH3:10]/[C:11](/[O-:16])=[CH:12]/[C:13]([CH3:15])=[O:14].[CH3:6]/[C:5](/[O-:7])=[CH:4]/[C:1]([CH3:2])=[O:3].[Gd+3:18] |f:1.2,4.5.6.7,9.10.11.12|. Reactants: C(C)(=O)CC(C)=O (acetylacetone), C/C(=C/C(=O)C)/[O-] (acetylacetonate), holmium acetylacetonate, C(C)(=O)CC(C)=O (acetylacetone), [Cl-].[Gd+3].[Cl-].[Cl-] (gadolinium chloride), C(C)(=O)CC(C)=O (acetylacetone), [OH-].[NH4+] (ammonium hydroxide), C/C(=C/C(=O)C)/[O-] (acetylacetonate). Solvent: O (water), O (water). Reaction conditions: time 8 hour. Procedure details: Gadolinium acetylacetonate (GdAcAc) was prepared using the method as previously described by Nijsen et al. for holmium acetylacetonate [2-3]. Briefly, 166 g of acetylacetone was dissolved in 1 l of distilled water. The pH of the acetylacetone solution was then adjusted to 8.50 by addition of ammonium hydroxide, thereby ionising the acetylacetone to acetylacetonate. 10 g of gadolinium chloride was dissolved in 40 ml of distilled water and added to the acetylacetonate solution, followed by gentle ...